This data is from the Open Reaction Database (ORD), a public repository of structured organic reaction records. The task is: describe an organic reaction: reactants, conditions, products, and yield The reactants are O[C@@H]1[C@H](C[C@@H]2CC[C@H]3[C@@H]4CC[C@@H]([C@@]4(C)C[C@H]([C@@H]3[C@]2(C1)C)NCCC(C)C)C(=O)OC)O (methyl 2β,3α-dihydroxy-11α-(3-methylbutylamino)-5α-androstane-17β-carboxylate), S(O)(O)(=O)=O (sulphuric acid), C(CC)O (propan-1-ol). The product is O[C@@H]1[C@H](C[C@@H]2CC[C@H]3[C@@H]4CC[C@@H]([C@@]4(C)C[C@H]([C@@H]3[C@]2(C1)C)NCCC(C)C)C(=O)OCCC)O (Propyl 2β,3α-dihydroxy-11α-(3-methylbutylamino)-5α-androstane-17β-carboxylate). RXN SMILES: [OH:1][C@H:2]1[CH2:19][C@@:18]2([CH3:20])[C@@H:5]([CH2:6][CH2:7][C@@H:8]3[C@@H:17]2[C@H:16]([NH:21][CH2:22][CH2:23][CH:24]([CH3:26])[CH3:25])[CH2:15][C@@:13]2([CH3:14])[C@H:9]3[CH2:10][CH2:11][C@@H:12]2[C:27]([O:29][CH3:30])=[O:28])[CH2:4][C@@H:3]1[OH:31].S(=O)(=O)(O)O.[CH2:37](O)[CH2:38]C>>[OH:1][C@H:2]1[CH2:19][C@@:18]2([CH3:20])[C@@H:5]([CH2:6][CH2:7][C@@H:8]3[C@@H:17]2[C@H:16]([NH:21][CH2:22][CH2:23][CH:24]([CH3:26])[CH3:25])[CH2:15][C@@:13]2([CH3:14])[C@H:9]3[CH2:10][CH2:11][C@@H:12]2[C:27]([O:29][CH2:30][CH2:37][CH3:38])=[O:28])[CH2:4][C@@H:3]1[OH:31]. Procedure: A solution of methyl 2β,3α-dihydroxy-11α-(3-methylbutylamino)-5α-androstane-17β-carboxylate (437 mg) in propan-1-ol (30 ml) was heated at 100° C. with conc. sulphuric acid (0.2 ml) for 40 h. The cooled mixture was concentrated by evaporation and the residue diluted with water (150 ml) and brought to pH 10 by the addition of 0.88 ammonia solution. The suspension was extracted with ethyl acetate (3×) and the extracts washed with brine, dried and evaporated to give a solid. This was crystallised fr... The reactants are FC1=CC=C(C=C1)S(=O)(=O)Cl (4-fluorobenzenesulfonyl chloride), NC=1C=C(C(=O)NC2=CC=CC=C2)C=CC1OC (3-amino-4-methoxy-N-phenyl-benzamide). Product: FC1=CC=C(C=C1)S(=O)(=O)NC=1C=C(C(=O)NC2=CC=CC=C2)C=CC1OC (3-(4-Fluoro-benzenesulfonylamino)-4-methoxy-N-phenyl-benzamide). The yield is 88.0%. RXN SMILES: [F:1][C:2]1[CH:7]=[CH:6][C:5]([S:8](Cl)(=[O:10])=[O:9])=[CH:4][CH:3]=1.[NH2:12][C:13]1[CH:14]=[C:15]([CH:25]=[CH:26][C:27]=1[O:28][CH3:29])[C:16]([NH:18][C:19]1[CH:24]=[CH:23][CH:22]=[CH:21][CH:20]=1)=[O:17]>>[F:1][C:2]1[CH:7]=[CH:6][C:5]([S:8]([NH:12][C:13]2[CH:14]=[C:15]([CH:25]=[CH:26][C:27]=2[O:28][CH3:29])[C:16]([NH:18][C:19]2[CH:24]=[CH:23][CH:22]=[CH:21][CH:20]=2)=[O:17])(=[O:10])=[O:9])=[CH:4][CH:3]=1. Procedure: Prepared according to the procedure described for Example 121 using 4-fluorobenzenesulfonyl chloride (2.14 g 10 mmol) and 3-amino-4-methoxy-N-phenyl-benzamide (2.43 g, 10.0 mmol) to afford the product (3.522 g); m.p. 209-211° C. The reactants are COC(=O)C1=NC=C(N=C1)N1CCCCC1 (5-Piperidin-1-yl-pyrazine-2-carboxylic acid methyl ester), [OH-].[Na+] (sodium hydroxide), C1CCOC1 (THF). Solvent: O (water). Reaction conditions: time 1 hour. Yields the product N1(CCCCC1)C=1N=CC(=NC1)C(=O)O (5-Piperidin-1-yl-pyrazine-2-carboxylic acid). Yield: 70.4%. As a reaction SMILES: C[O:2][C:3]([C:5]1[CH:10]=[N:9][C:8]([N:11]2[CH2:16][CH2:15][CH2:14][CH2:13][CH2:12]2)=[CH:7][N:6]=1)=[O:4].[OH-].[Na+].C1COCC1>O>[N:11]1([C:8]2[N:9]=[CH:10][C:5]([C:3]([OH:4])=[O:2])=[N:6][CH:7]=2)[CH2:12][CH2:13][CH2:14][CH2:15][CH2:16]1 |f:1.2|. Procedure: 5-Piperidin-1-yl-pyrazine-2-carboxylic acid methyl ester (Preparation 42, 85.1 g, 384 mmol) was added to a solution of sodium hydroxide (61.5 g, 1.53 mol) in water (760 mL). The mixture was stirred mechanically for 1 hour at room temperature. THF (300 mL) was added and stirring was continued for 3 hours. The volatile solvents were removed in vacuo and the remaining aqueous solution was adjusted to pH 4. The mixture was cooled on ice to induce precipitation of the product. The resulting solid was...